This data is from the Open Reaction Database (ORD), a public repository of structured organic reaction records. The task is: describe an organic reaction: reactants, conditions, products, and yield Reactants: CN(C)C1=C(C=O)C=CC=C1 (N,N-Dimethylaminobenzaldehyde), F[B-](F)(F)F.CC1=C[CH+][Te]C2=C1C=CC(=C2)OC (4-methyl-7-methoxybenzotelluropyrylium tetrafluoroborate), C(C)#N (Acetonitrile). The solvent is C(C)(=O)OC(C)=O (acetic anhydride). Product: F[B-](F)(F)F.CN(C)C1=CC=C(C=CC2=C[CH+][Te]C3=C2C=CC(=C3)OC)C=C1 (4-(p-N,N-Dimethylaminostyryl)-7-methoxybenzotelluropyrylium Tetrafluoroborate). The yield is 44.0%. RXN SMILES: [CH3:1][N:2]([C:4]1[CH:11]=[CH:10][CH:9]=[CH:8][C:5]=1C=O)[CH3:3].[F:12][B-:13]([F:16])([F:15])[F:14].[CH3:17][C:18]1[C:23]2[CH:24]=[CH:25][C:26]([O:28][CH3:29])=[CH:27][C:22]=2[Te:21][CH+:20][CH:19]=1.[C:30](#N)C>C(OC(=O)C)(=O)C>[F:12][B-:13]([F:16])([F:15])[F:14].[CH3:3][N:2]([C:4]1[CH:5]=[CH:8][C:9]([CH:30]=[CH:17][C:18]2[C:23]3[CH:24]=[CH:25][C:26]([O:28][CH3:29])=[CH:27][C:22]=3[Te:21][CH+:20][CH:19]=2)=[CH:10][CH:11]=1)[CH3:1] |f:1.2,5.6|. Reported procedure: N,N-Dimethylaminobenzaldehyde (0.50 g, 3.3 mmol) and 4-methyl-7-methoxybenzotelluropyrylium tetrafluoroborate (0.60 g, 1.3 mmol) in 5 ml of acetic anhydride were warmed on a steam bath for 3 minutes. Acetonitrile (10 ml) was added and the reaction mixture was chilled. The crude product was collected by filtration and recrystallized from acetonitrile to give 0.34 g (44%) of a golden-brown solid.